This data is from the Open Reaction Database (ORD), a public repository of structured organic reaction records. The task is: describe an organic reaction: reactants, conditions, products, and yield The reactants are [BH4-], CCOC(C)=O, CCCCCCC, CC1Oc2ccc(F)cc2N(CC=O)C(=O)C1N(CC(F)(F)C(F)(F)F)C(=O)C(C)(O)C(N)=O, [Na+], C1CCOC1. The product is CC1Oc2ccc(F)cc2N(CCO)C(=O)C1N(CC(F)(F)C(F)(F)F)C(=O)C(C)(O)C(N)=O. Reaction SMILES: [BH4-:35].[CH2:44]([O:45][C:46](=[O:47])[CH3:48])[CH3:49].[CH3:37][CH2:38][CH2:39][CH2:40][CH2:41][CH2:42][CH3:43].[F:1][c:2]1[cH:3][cH:4][c:5]2[c:6]([cH:34]1)[N:7]([CH2:31][CH:32]=[O:33])[C:8](=[O:30])[CH:9]([N:13]([C:14]([C:15]([C:16](=[O:17])[NH2:18])([CH3:19])[OH:20])=[O:21])[CH2:22][C:23]([C:24]([F:25])([F:26])[F:27])([F:28])[F:29])[CH:10]([CH3:12])[O:11]2.[Na+:36].[O:50]1[CH2:51][CH2:52][CH2:53][CH2:54]1>>[F:1][c:2]1[cH:3][cH:4][c:5]2[c:6]([cH:34]1)[N:7]([CH2:31][CH2:32][OH:33])[C:8](=[O:30])[CH:9]([N:13]([C:14]([C:15]([C:16](=[O:17])[NH2:18])([CH3:19])[OH:20])=[O:21])[CH2:22][C:23]([C:24]([F:25])([F:26])[F:27])([F:28])[F:29])[CH:10]([CH3:12])[O:11]2.